Task: describe an organic reaction: reactants, conditions, products, and yield. Dataset: the Open Reaction Database (ORD), a public repository of structured organic reaction records Reactants: C(C)OC(C(C(C)=O)=O)=O (2,3-dioxobutyric acid ethyl ester), (Z)-2-oxime, NCC=1C=NC=CC1 (3-aminomethylpyridine), C(C)#N (acetonitrile). Reaction conditions: temperature -10 celsius. The product is CC1=C(N=C(N1)C=1C=NC=CC1)C(=O)OCC (5-methyl-2-(3-pyridinyl)-1H-imidazole-4-carboxylic acid, ethyl ester). Reaction SMILES: [CH2:1]([O:3][C:4](=[O:10])[C:5](=O)[C:6](=O)[CH3:7])[CH3:2].[NH2:11][CH2:12][C:13]1[CH:14]=[N:15][CH:16]=[CH:17][CH:18]=1.C(#[N:21])C>>[CH3:7][C:6]1[NH:21][C:12]([C:13]2[CH:14]=[N:15][CH:16]=[CH:17][CH:18]=2)=[N:11][C:5]=1[C:4]([O:3][CH2:1][CH3:2])=[O:10]. Reported procedure: A solution of 16 g of 2,3-dioxobutyric acid ethyl ester, (Z)-2-oxime, 12 g of 3-aminomethylpyridine and 100 ml of acetonitrile was stirred at reflux for 4 hours, then clarified while hot and the filtrate cooled at -10° C. The resulting precipitate was collected, washed with acetonitrile, air dried and recrystallized from acetonitrile at -10° C., giving 4.8 g of 5-methyl-2-(3-pyridinyl)-1H-imidazole-4-carboxylic acid, ethyl ester.